This data is from the Open Reaction Database (ORD), a public repository of structured organic reaction records. The task is: describe an organic reaction: reactants, conditions, products, and yield Starting materials: FC1=CC=C(C=C1)C1NCCC1 ((RS)-2-(4-fluoro-phenyl)-pyrrolidine), C(CC)C1=CC=C(C=C1)S(=O)(=O)Cl (4-propyl-benzenesulfonyl chloride). Product: FC1=CC=C(C=C1)C1N(CCC1)S(=O)(=O)C1=CC=C(C=C1)CCC ((RS)-2-(4-Fluoro-phenyl)-1-(4-propyl-benzenesulfonyl)-pyrrolidine). Reaction SMILES: [F:1][C:2]1[CH:7]=[CH:6][C:5]([CH:8]2[CH2:12][CH2:11][CH2:10][NH:9]2)=[CH:4][CH:3]=1.[CH2:13]([C:16]1[CH:21]=[CH:20][C:19]([S:22](Cl)(=[O:24])=[O:23])=[CH:18][CH:17]=1)[CH2:14][CH3:15]>>[F:1][C:2]1[CH:3]=[CH:4][C:5]([CH:8]2[CH2:12][CH2:11][CH2:10][N:9]2[S:22]([C:19]2[CH:20]=[CH:21][C:16]([CH2:13][CH2:14][CH3:15])=[CH:17][CH:18]=2)(=[O:24])=[O:23])=[CH:6][CH:7]=1. Reported procedure: The title compound, colorless oil, MS: m/e=347 (M+) was prepared in accordance with the general method of example 1e from (RS)-2-(4-fluoro-phenyl)-pyrrolidine and 4-propyl-benzenesulfonyl chloride. Reactants: C=C(C)C(=O)Nc1ccc(C#N)c(C(F)(F)F)c1, CC(=O)OC(C)=O, O, OO. Product: CC1(C(=O)Nc2ccc(C#N)c(C(F)(F)F)c2)CO1. As a reaction SMILES: [C:10](#[N:11])[c:12]1[c:13]([C:24]([F:25])([F:26])[F:27])[cH:14][c:15]([NH:18][C:19]([C:20]([CH3:21])=[CH2:22])=[O:23])[cH:16][cH:17]1.[CH3:3][C:4]([O:6][C:7](=[O:5])[CH3:8])=[O:9].[OH2:28].[OH:1][OH:2]>>[CH2:4]1[O:6][C:7]1([CH3:8])[C:19]([NH:18][c:15]1[cH:14][c:13]([C:24]([F:25])([F:26])[F:27])[c:12]([C:10]#[N:11])[cH:17][cH:16]1)=[O:23]. Starting materials: OCCN1CCOCC1 (N-(2-hydroxyethyl)morpholine), [H-].[Na+] (sodium hydride), ClC1=NC=NC(=C1)Cl (4,6-dichloropyrimidine). Solvent: CN(C=O)C (N,N-dimethylformamide), CN(C=O)C (N,N-dimethylformamide). Reaction conditions: temperature 45 celsius, time 1.5 hour. Product: ClC1=CC(=NC=N1)OCCN1CCOCC1 (4-{2-[(6-Chloropyrimidin-4-yl)oxy]ethyl}morpholine). The yield is 58.1%. Reaction SMILES: [OH:1][CH2:2][CH2:3][N:4]1[CH2:9][CH2:8][O:7][CH2:6][CH2:5]1.[H-].[Na+].[Cl:12][C:13]1[CH:18]=[C:17](Cl)[N:16]=[CH:15][N:14]=1>CN(C)C=O>[Cl:12][C:13]1[N:14]=[CH:15][N:16]=[C:17]([O:1][CH2:2][CH2:3][N:4]2[CH2:9][CH2:8][O:7][CH2:6][CH2:5]2)[CH:18]=1 |f:1.2|. Procedure details: To a solution of N-(2-hydroxyethyl)morpholine (1.09 g, 8.27 mmol) in N,N-dimethylformamide (5 mL) was added sodium hydride (364 mg, 9.10 mmol, 60% dispersion in oil) in portions. The mixture was stirred at room temperature for 1 h and at 45° C. for 1.5 h. The greenish solution was added dropwise over 5 min to a solution of 4,6-dichloropyrimidine (3.0 g, 20.1 mmol) in N,N-dimethylformamide (5 mL). The solvent was removed in vacuo, and the residue was partitioned between water and ethyl acetate. T... Reactants: Cc1ccccc1, CCCc1c(Cc2ccc(-c3ccccc3C#N)cc2)c(=O)n(C2CCC(=O)CC2)c2ncnn12, OC1COCC1O, O, Cc1ccc(S(=O)(=O)O)cc1. The product is CCCc1c(Cc2ccc(-c3ccccc3C#N)cc2)c(=O)n(C2CCC3(CC2)OC2COCC2O3)c2ncnn12. As a reaction SMILES: [CH3:55][c:56]1[cH:57][cH:58][cH:59][cH:60][cH:61]1.[O:1]=[c:2]1[n:3]([CH:29]2[CH2:30][CH2:31][C:32](=[O:35])[CH2:33][CH2:34]2)[c:4]2[n:5]([c:6]([CH2:23][CH2:24][CH3:25])[c:7]1[CH2:8][c:9]1[cH:10][cH:11][c:12](-[c:15]3[c:16]([C:21]#[N:22])[cH:17][cH:18][cH:19][cH:20]3)[cH:13][cH:14]1)[n:26][cH:27][n:28]2.[O:36]1[CH2:37][CH:38]([OH:42])[CH:39]([OH:41])[CH2:40]1.[OH2:43].[c:44]1([CH3:45])[cH:46][cH:47][c:48]([S:49]([OH:50])(=[O:51])=[O:52])[cH:53][cH:54]1>>[O:1]=[c:2]1[n:3]([CH:29]2[CH2:30][CH2:31][C:32]3([CH2:33][CH2:34]2)[O:35][CH:39]2[CH:38]([CH2:37][O:36][CH2:40]2)[O:42]3)[c:4]2[n:5]([c:6]([CH2:23][CH2:24][CH3:25])[c:7]1[CH2:8][c:9]1[cH:10][cH:11][c:12](-[c:15]3[c:16]([C:21]#[N:22])[cH:17][cH:18][cH:19][cH:20]3)[cH:13][cH:14]1)[n:26][cH:27][n:28]2. The reactants are CI, CC(C)(C)[O-], O=CC1CCCCC1, ClCCl, [K+]. Yields the product CC1(C=O)CCCCC1. Reaction SMILES: [CH3:15][I:16].[CH3:9][C:10]([CH3:11])([O-:12])[CH3:13].[CH:1]1([CH:7]=[O:8])[CH2:2][CH2:3][CH2:4][CH2:5][CH2:6]1.[Cl:17][CH2:18][Cl:19].[K+:14]>>[C:1]1([CH:7]=[O:8])([CH3:9])[CH2:2][CH2:3][CH2:4][CH2:5][CH2:6]1. Starting materials: CCCN(CCC)C(=O)c1cc(C(=O)OC)cc(-c2nc(C)co2)c1, CO, [K+], [OH-], O. Yields the product CCCN(CCC)C(=O)c1cc(C(=O)O)cc(-c2nc(C)co2)c1. As a reaction SMILES: [CH2:1]([CH2:2][CH3:3])[N:4]([C:5](=[O:6])[c:7]1[cH:8][c:9]([C:10](=[O:11])[O:12][CH3:13])[cH:14][c:15](-[c:17]2[o:18][cH:19][c:20]([CH3:22])[n:21]2)[cH:16]1)[CH2:23][CH2:24][CH3:25].[CH3:26][OH:27].[K+:29].[OH-:28].[OH2:30]>>[CH2:1]([CH2:2][CH3:3])[N:4]([C:5](=[O:6])[c:7]1[cH:8][c:9]([C:10](=[O:11])[OH:12])[cH:14][c:15](-[c:17]2[o:18][cH:19][c:20]([CH3:22])[n:21]2)[cH:16]1)[CH2:23][CH2:24][CH3:25]. Starting materials: ( 15 ), Cl.OC(CNC(CC1=CC=C(C=C1)OC)(C)C)COC1=CC=CC2=CC=CC=C12 (N-[2-Hydroxy-3-(1-naphthoxy)propyl]-1,1-dimethyl-2-(4-methoxyphenyl)ethylamine Hydrochloride), Cl.OC(CNC(CC1=CC=C(C=C1)OC)(C)C)COC1=CC=C(C=C1)OC (N-[2-Hydroxy-3-(4-methoxyphenoxy)propyl]-1,1-dimethyl-2-(4-methoxyphenyl)ethylamine Hydrochloride), ( 100 ), ( 5 ). Yields the product Cl.OC(CNC(CC1=CC=C(C=C1)OC)(C)C)COC1=CC=C(C=C1)CC (N-[2-hydroxy-3-(4-ethylphenoxy)propyl]-1,1-dimethyl-2-(4-methoxyphenyl)ethylamine Hydrochloride). Reaction SMILES: [ClH:1].[OH:2][CH:3]([CH2:18][O:19][C:20]1[C:29]2C(=[CH:25][CH:26]=[CH:27][CH:28]=2)C=[CH:22][CH:21]=1)[CH2:4][NH:5][C:6]([CH3:17])([CH3:16])[CH2:7][C:8]1[CH:13]=[CH:12][C:11]([O:14][CH3:15])=[CH:10][CH:9]=1.Cl.OC(COC1C=CC(OC)=CC=1)CNC(C)(C)CC1C=CC(OC)=CC=1>>[ClH:1].[OH:2][CH:3]([CH2:18][O:19][C:20]1[CH:29]=[CH:28][C:27]([CH2:26][CH3:25])=[CH:22][CH:21]=1)[CH2:4][NH:5][C:6]([CH3:17])([CH3:16])[CH2:7][C:8]1[CH:13]=[CH:12][C:11]([O:14][CH3:15])=[CH:10][CH:9]=1 |f:0.1,2.3,4.5|. Reported procedure: GC/EI-MS, m/z (rel. int.) 342 (M−15, 0.1), 237 (15), 236 (100), 163 (5), 121 (19), 114 (7).